Dataset: the Open Reaction Database (ORD), a public repository of structured organic reaction records. Task: describe an organic reaction: reactants, conditions, products, and yield Reactants: C1(=CC=C(C=C1)S(=O)(=O)O)C (p-toluenesulfonic acid), 2-methyl-5-(1,3-dioxoran-2-yl)benzo[b]thiophene, CC(=O)C (acetone), O (water), C(C)(=O)OCC (ethyl acetate). Reaction conditions: time 30 minute. Product: CC1=CC2=C(S1)C=CC(=C2)C=O (2-methylbenzo[b]-thiophene-5-carbaldehyde). Reaction SMILES: [C:1]1([CH3:11])[CH:6]=[CH:5][C:4]([S:7](O)(=O)=O)=[CH:3][CH:2]=1.O.C(OCC)(=[O:15])C.[CH3:19][C:20]([CH3:22])=O>>[CH3:22][C:20]1[S:7][C:4]2[CH:3]=[CH:2][C:1]([CH:11]=[O:15])=[CH:6][C:5]=2[CH:19]=1. Reported procedure: A catalytic amount of p-toluenesulfonic acid is added to a solution of 1.5 g of 2-methyl-5-(1,3-dioxoran-2-yl)benzo[b]thiophene in 20 ml of acetone at room temperature, at which temperature the resulting mixture is stirred for 30 minutes. After the reaction, the solvent is removed from the reaction mixture by distillation under reduced pressure. The residue obtained are added 20 ml of water and 20 ml of ethyl acetate, after which the resulting organic layer is separated, washed successively with... Starting materials: 1,2-ethanediylbis(η5-1-indenyl)di-n-butoxyhafnium, [1-(N,N-diisopropylamino)boratebenzene]hydridozirconium trifluoromethylsulfonate, bis(n-butylcyclopentadienyl)bis(di-t-butylamido)hafnium, 1,2-ethanediylbis(9-fluorenyl)zirconium dichloride, (isopropylamidodimethylsilyl)cyclopentadienyltitanium dichloride, dimethylsilylbis(η5-4,5,6,7-tetrahydro-1-indenyl)zirconium dichloride, 1,2-ethanediylbis(η5-1-indenyl)dimethylzirconium, methylphenylsilylbis(η5-4,5,6,7-tetrahydro-1-indenyl)zirconium dichloride, (η5-4,5,6,7-tetrahydro-1-indenyl)hafnium dichloride, [Cl-].[Cl-].C(CCCCCCC)[Hf](C1C=CC2=CC=CC=C12)(C1C=CC2=CC=CC=C12)[SiH2]C1=CC=CC=C1 (octylphenylsilylbis(1-indenyl)hafnium dichloride). The reagents and catalysts are [Cl-].[Cl-].CC1=C(C(=C(C1(C)[Zr+2]C1(C(=C(C(=C1C)C)C)C)C)C)C)C (bis(pentamethylcyclopentadienyl)zirconium dichloride), [Cl-].[Cl-].C[SiH](C)[Zr+2](C1C(=CC2=CC=CC=C12)C)C1C(=CC2=CC=CC=C12)C (dimethylsilylbis(2-methyl-1-indenyl)zirconium dichloride), C1(C=CC2=CC=CC=C12)[Ti](OCC)(OCC)Cl (indenyl diethoxy titanium(IV) chloride), [Cl-].[Cl-].C1(C=CC2=CC=CC=C12)[Zr+2]C1C=CC2=CC=CC=C12 (bis(indenyl)zirconium dichloride), [Cl-].[Cl-].C[Zr](C1C2=CC=CC=C2C=2C=CC=CC12)(C1C2=CC=CC=C2C=2C=CC=CC12)[SiH2]CCCCCCCC (methyloctylsilyl bis(9-fluorenyl)zirconium dichloride), [Cl-].[Cl-].C[SiH](C)[Zr+2](C1C=CC2=CC=CC=C12)C1C=CC2=CC=CC=C12 (dimethylsilylbis(1-indenyl)zirconium dichloride), [Cl-].[Cl-].C(CCC)C1(C=CC=C1)[Zr+2]C1(C=CC=C1)CCCC (bis(n-butylcyclopentadienyl)zirconium dichloride), [Cl-].[Cl-].C1(C=CC2=CC=CC=C12)[Zr+2]C1C=CC2=CC=CC=C12 (bis(indenyl)zirconium dichloride). Yields the product [Cl-].[Cl-].C1(C=CC=C1)[Hf+2]C1C=CC=C1 (bis(cyclopentadienyl)hafnium dichloride). Reaction SMILES: [Cl-:1].[Cl-].C([Hf:11]([SiH2]C1C=CC=CC=1)([CH:21]1[C:29]2[C:24](=CC=CC=2)[CH:23]=[CH:22]1)[CH:12]1[C:20]2[C:15](=CC=CC=2)[CH:14]=[CH:13]1)CCCCCCC>[Cl-].[Cl-].C(C1([Zr+2]C2(CCCC)C=CC=C2)C=CC=C1)CCC.[Cl-].[Cl-].C[SiH]([Zr+2](C1C2C(=CC=CC=2)C=C1)C1C2C(=CC=CC=2)C=C1)C.[Cl-].[Cl-].C[SiH]([Zr+2](C1C2C(=CC=CC=2)C=C1C)C1C2C(=CC=CC=2)C=C1C)C.C1([Ti](Cl)(OCC)OCC)C2C(=CC=CC=2)C=C1.[Cl-].[Cl-].CC1C([Zr+2]C2(C)C(C)=C(C)C(C)=C2C)(C)C(C)=C(C)C=1C.[Cl-].[Cl-].C1([Zr+2]C2C3C(=CC=CC=3)C=C2)C2C(=CC=CC=2)C=C1.[Cl-].[Cl-].C[Zr]([SiH2]CCCCCCCC)(C1C2C=CC=CC=2C2C1=CC=CC=2)C1C2C=CC=CC=2C2C1=CC=CC=2>[Cl-:1].[Cl-:1].[CH:21]1([Hf+2:11][CH:12]2[CH:20]=[CH:15][CH:14]=[CH:13]2)[CH:22]=[CH:23][CH:24]=[CH:29]1 |f:0.1.2,3.4.5,6.7.8,9.10.11,13.14.15,16.17.18,19.20.21,22.23.24|. Procedure: 1,2-ethanediylbis(η5-1-indenyl)di-n-butoxyhafnium; 1,2-ethanediylbis(η5-1-indenyl)dimethylzirconium; 3,3-pentanediylbis((η5-4,5,6,7-tetrahydro-1-indenyl)hafnium dichloride; methylphenylsilylbis(η5-4,5,6,7-tetrahydro-1-indenyl)zirconium dichloride; bis(n-butylcyclopentadienyl)bis(di-t-butylamido)hafnium; bis(n-butylcyclopentadienyl)zirconium dichloride; dimethylsilylbis(1-indenyl)zirconium dichloride; octylphenylsilylbis(1-indenyl)hafnium dichloride; dimethylsilylbis(η5-4,5,6,7-tetrahydro-1-inden... Reactants: O=C([O-])[O-], CC#N, CS(=O)(=O)OCC1COC1, [Cl-], [Cs+], [Cs+], O=[N+]([O-])c1cn[nH]c1, [NH4+]. The product is O=[N+]([O-])c1cnn(CC2COC2)c1. Reaction SMILES: [C:19](=[O:20])([O-:21])[O-:22].[CH3:27][C:28]#[N:29].[CH3:9][S:10]([O:11][CH2:14][CH:15]1[CH2:16][O:17][CH2:18]1)(=[O:12])=[O:13].[Cl-:25].[Cs+:23].[Cs+:24].[N+:1](=[O:2])([O-:3])[c:4]1[cH:5][n:6][nH:7][cH:8]1.[NH4+:26]>>[N+:1](=[O:2])([O-:3])[c:4]1[cH:5][n:6][n:7]([CH2:14][CH:15]2[CH2:16][O:17][CH2:18]2)[cH:8]1. Reactants: ClC=1NC2=C(N1)C=CC=C2 (2-chlorobenzimidazole), FC(C=1C=C(N)C=CC1)(F)F (3-(trifluoromethyl)aniline). Product: N1=C(NC2=C1C=CC=C2)NC2=CC(=CC=C2)C(F)(F)F (N-(Benzimidazol-2-yl)-3-(trifluoromethyl)aniline). As a reaction SMILES: Cl[C:2]1[NH:3][C:4]2[CH:10]=[CH:9][CH:8]=[CH:7][C:5]=2[N:6]=1.[F:11][C:12]([F:21])([F:20])[C:13]1[CH:14]=[C:15]([CH:17]=[CH:18][CH:19]=1)[NH2:16]>>[N:6]1[C:5]2[CH:7]=[CH:8][CH:9]=[CH:10][C:4]=2[NH:3][C:2]=1[NH:16][C:15]1[CH:17]=[CH:18][CH:19]=[C:13]([C:12]([F:11])([F:20])[F:21])[CH:14]=1. Procedure details: The title compound was prepared from 2-chlorobenzimidazole and 3-(trifluoromethyl)aniline by Procedure A. The product was isolated by filtration and preparative LCMS to give the title compound as the free base (white solid, mp 160-162° C.). MS(ES+) m/z 278 ([M+1]+, 100). Reactants: CL-173, O=C[C@H](O)[C@@H](O)[C@H](O)[C@H](O)CO (glucose), N[C@@H](CCC(N)=O)C(=O)O (L-glutamine), C[C@@H]1C[C@H]2[C@@H]3CCC4=CC(=O)C=C[C@@]4([C@]3([C@H](C[C@@]2([C@]1(C(=O)CO)O)C)O)F)C (dexamethasone), CC(C)CN1C2=C(N=CN2)C(=O)N(C1=O)C (isobutylmethylxanthine). The product is CN(C)C1=CC=C(C=C1)C2=CC(=CC=C2)NC(=O)N(C)C (Atglistatin). RXN SMILES: O=[CH:2][C@@H]([C@H]([C@@H]([C@@H](CO)O)O)O)O.N[C@H](C(O)=O)CC[C:17](=O)[NH2:18].C[C@H]1[C@](O)(C(CO)=O)[C@:40]2(C)[C@H:26]([C@H:27]3[C@:37](F)([C@@H](O)C2)[C@:36]2(C)[C:30](=CC(C=C2)=O)[CH2:29][CH2:28]3)[CH2:25]1.C[CH:52]([CH2:54][N:55]1[C:64](=[O:65])[N:63]([CH3:66])[C:61](=O)C2N=CNC1=2)[CH3:53]>>[CH3:2][N:18]([C:30]1[CH:36]=[CH:37][C:27]([C:26]2[CH:40]=[CH:53][CH:52]=[C:54]([NH:55][C:64]([N:63]([CH3:61])[CH3:66])=[O:65])[CH:25]=2)=[CH:28][CH:29]=1)[CH3:17]. Reported procedure: Lipolysis of 3T3-L1 cells. 3T3-L1 fibroblasts (CL-173) were obtained from ATCC (Teddington, UK) and cultivated in DMEM containing 4.5 g/liter glucose and L-glutamine (Invitrogen) supplemented with 10% FCS and antibiotics under standard conditions. Cells were seeded in 12 well plates and two days after confluence, medium was changed to DMEM supplemented with 10% FCS containing 10 μg/ml insulin (Sigma-Aldrich), 0.25 μM (0.4 μg/ml) dexamethasone (Sigma-Aldrich), and 500 μM isobutylmethylxanthine (S... The reactants are Cc1cn2c3ccc(Br)cc3c3cc(O)cc(c1=O)c32, CCCC(=O)CBr, O=C([O-])[O-], CS(C)=O, [K+], [K+], O. Yields the product CCCC(=O)COc1cc2c(=O)c(C)cn3c4ccc(Br)cc4c(c1)c23. As a reaction SMILES: [Br:1][c:2]1[cH:3][cH:4][c:5]2[n:6]3[c:7]4[c:8]([cH:9][c:10]([OH:15])[cH:11][c:12]4[c:13]2[cH:14]1)[c:16](=[O:20])[c:17]([CH3:19])[cH:18]3.[Br:27][CH2:28][C:29]([CH2:30][CH2:31][CH3:32])=[O:33].[C:21](=[O:22])([O-:23])[O-:24].[CH3:35][S:36](=[O:37])[CH3:38].[K+:25].[K+:26].[OH2:34]>>[Br:1][c:2]1[cH:3][cH:4][c:5]2[n:6]3[c:7]4[c:8]([cH:9][c:10]([O:15][CH2:28][C:29]([CH2:30][CH2:31][CH3:32])=[O:33])[cH:11][c:12]4[c:13]2[cH:14]1)[c:16](=[O:20])[c:17]([CH3:19])[cH:18]3. Starting materials: CN(C)CC1=CNC2=C1C=C(C=C2)F (5-fluorogramine), N1=CC(=CC=C1)C=O (pyridine-3-carboxaldehyde), P(CCCC)(CCCC)CCCC (Bu3P). The solvent is CC#N (MeCN). Conditions: temperature 90 celsius, time 24 hour. Yields the product FC=1C=C2C(=CNC2=CC1)C=CC=1C=NC=CC1 (5-fluoro-3-(2-pyridin-3-yl-vinyl)-1H-indole). Reaction SMILES: CN([CH2:4][C:5]1[C:9]2[CH:10]=[C:11]([F:14])[CH:12]=[CH:13][C:8]=2[NH:7][CH:6]=1)C.[N:15]1[CH:20]=[CH:19][CH:18]=[C:17]([CH:21]=O)[CH:16]=1.P(CCCC)(CCCC)CCCC>CC#N>[F:14][C:11]1[CH:10]=[C:9]2[C:8](=[CH:13][CH:12]=1)[NH:7][CH:6]=[C:5]2[CH:4]=[CH:21][C:17]1[CH:16]=[N:15][CH:20]=[CH:19][CH:18]=1. Procedure details: A solution of 5-fluorogramine (576 mg, 3 mmol) and pyridine-3-carboxaldehyde (531 mg, 3 mmol) in MeCN (6 mL) is treated with Bu3P (1.12 mL, 4.5 mmol) and stirred at 90° C. for 24 h. The mixture is concentrated, filtered through a pad of silica gel eluting with 30% EtOAc in heptane to afford 5-fluoro-3-(2-pyridin-3-yl-vinyl)-1H-indole as a mixture of olefin isomers, which is used in the next step without further purification. Starting materials: Compound A, C1CCOC1 (THF), [H-].[Na+] (NaH), [N+](=O)([O-])C1=C(C=CC(=C1)[N+](=O)[O-])F (2,4-dinitrofluorobenzene). Yields the product [N+](=O)([O-])C1=C(C=CC(=C1)[N+](=O)[O-])OC1=C(C=C(C=C1)[N+](=O)[O-])[N+](=O)[O-] (2,4-Dinitrophenyl Ether). As a reaction SMILES: [H-].[Na+].[N+:3]([C:6]1[CH:11]=[C:10]([N+:12]([O-:14])=[O:13])[CH:9]=[CH:8][C:7]=1F)([O-:5])=[O:4].[CH2:16]1[CH2:20][O:19][CH2:18][CH2:17]1>>[N+:3]([C:6]1[CH:11]=[C:10]([N+:12]([O-:14])=[O:13])[CH:9]=[CH:8][C:7]=1[O:19][C:20]1[CH:16]=[CH:17][C:18]([N+:12]([O-:14])=[O:13])=[CH:7][C:6]=1[N+:3]([O-:5])=[O:4])([O-:5])=[O:4] |f:0.1|. Reported procedure: This compound was made by the procedure of Example 2 from Compound A (46.5 g, 0.010 mole), NaH (4 g as 60% oil suspension, 0.10 mole) and 2,4-dinitrofluorobenzene (27.9 g, 0.15 mole) in THF (150 ml). The final product was purified by distillation to give a liquid product, yield 45.0 g (71.3%). Bp. 150°-160° C./0.5 mm. H1NMR (CDCl3): δ8.80 (d, J=2.5 Hz, 1H), 8.70 (dd, J=2.5, 10 Hz, 1H), 7.24 (d, J=10 Hz, 1H), 4.68 (t, J=12 Hz, 2H); F19NMR (CDCl3): -71.3 (d, J=10.1 Hz, 2F), -77.4 (m, 1F), -80.2 (q... The reactants are FC1=C(CN2C=C(C=3C2=CN=C(C3)C(=O)OCC)COCC)C=CC(=C1)F (ethyl 1-(2,4-difluorobenzyl)-3-ethoxymethyl-1H-pyrrolo[2,3-c]pyridine-5-carboxylate), FC1=C(CN2C=C(C=3C2=CN=C(C3)C(=O)O)COCC)C=CC(=C1)F (1-(2,4-Difluorobenzyl)-3-ethoxymethyl-1H-pyrrolo[2,3-c]pyridine-5-carboxylic acid), FC1=C(CN2C=C(C=3C2=CN=C(C3)C(=O)O)COCC)C=CC(=C1)F (1-(2,4-difluorobenzyl)-3-ethoxymethyl-1H-pyrrolo[2,3-c]pyridine-5-carboxylic acid), Cl.CNO (N-methyl hydroxylamine hydrochloride), C(C1=CC=CC=C1)OCC1=CN(C2=CN=C(C=C21)C(=O)NO)CC2=C(C=C(C=C2)F)F (3-Benzyloxymethyl-1-(2,4-difluorobenzyl)-N-hydroxy-1H-pyrrolo[2,3-c]pyridine-5-carboxamide). The product is FC1=C(CN2C=C(C=3C2=CN=C(C3)C(=O)N(C)O)COCC)C=CC(=C1)F (1-(2,4-Difluorobenzyl)-3-ethoxymethyl-N-hydroxy-N-methyl-1H-pyrrolo[2,3-c]pyridine-5-carboxamide). Reaction SMILES: [F:1][C:2]1[CH:24]=[C:23]([F:25])[CH:22]=[CH:21][C:3]=1[CH2:4][N:5]1[C:9]2=[CH:10][N:11]=[C:12]([C:14]([OH:16])=O)[CH:13]=[C:8]2[C:7]([CH2:17][O:18][CH2:19][CH3:20])=[CH:6]1.FC1C=C(F)C=CC=1CN1C2=CN=C(C(OCC)=O)C=C2C(COCC)=C1.C(OCC1C2C(=CN=C([C:71]([NH:73][OH:74])=O)C=2)N(CC2C=CC(F)=CC=2F)C=1)C1C=CC=CC=1.Cl.CNO>>[F:1][C:2]1[CH:24]=[C:23]([F:25])[CH:22]=[CH:21][C:3]=1[CH2:4][N:5]1[C:9]2=[CH:10][N:11]=[C:12]([C:14]([N:73]([OH:74])[CH3:71])=[O:16])[CH:13]=[C:8]2[C:7]([CH2:17][O:18][CH2:19][CH3:20])=[CH:6]1 |f:3.4|. Procedure: 1-(2,4-Difluorobenzyl)-3-ethoxymethyl-1H-pyrrolo[2,3-c]pyridine-5-carboxylic acid. The title compound was prepared by hydrolysis of ethyl 1-(2,4-difluorobenzyl)-3-ethoxymethyl-1H-pyrrolo[2,3-c]pyridine-5-carboxylate in a manner similar to step (b) of example 1. 1H NMR (DMSO-d6). δ: 8.96 (s, 1H), 8.34 (s, 1H), 7.78 (s, 1H), 7.08-7.40 (m, 2H), 7.07 (m, 1H), 5.62 (s, 2H), 4.63 (s, 2H), 3.48 (q, 2H, J=7.0 Hz), 1.11 (t, 3H, J=7.0 Hz). LCMS (API-ES, M+H+): 347.0. (b) 1-(2,4-Difluorobenzyl)-3-ethoxymet...